From a dataset of the Open Reaction Database (ORD), a public repository of structured organic reaction records. describe an organic reaction: reactants, conditions, products, and yield The product is [Cl-], OC1C[N+]2(c3nc(Oc4ccccc4)nc(Oc4ccccc4)n3)CCC1CC2. The reactants are Clc1nc(Oc2ccccc2)nc(Oc2ccccc2)n1, OC1CN2CCC1CC2. As a reaction SMILES: [Cl:1][c:2]1[n:3][c:4]([O:15][c:16]2[cH:17][cH:18][cH:19][cH:20][cH:21]2)[n:5][c:6]([O:8][c:9]2[cH:10][cH:11][cH:12][cH:13][cH:14]2)[n:7]1.[N:22]12[CH2:23][CH:24]([OH:30])[CH:25]([CH2:26][CH2:27]1)[CH2:28][CH2:29]2>>[Cl-:1].[c:2]1([N+:22]23[CH2:23][CH:24]([OH:30])[CH:25]([CH2:26][CH2:27]2)[CH2:28][CH2:29]3)[n:3][c:4]([O:15][c:16]2[cH:17][cH:18][cH:19][cH:20][cH:21]2)[n:5][c:6]([O:8][c:9]2[cH:10][cH:11][cH:12][cH:13][cH:14]2)[n:7]1. Starting materials: C[O-], Cc1ccccc1, CO, CC(=O)CCC1=C2CCC3(C)C(=O)CCC3C2OCC1=O, [Na+]. Product: CC12CCC3=C4CCC(=O)C=C4COC3C1CCC2=O. As a reaction SMILES: [CH3:1][O-:2].[CH3:27][c:28]1[cH:29][cH:30][cH:31][cH:32][cH:33]1.[CH3:4][OH:5].[CH3:6][C:7]12[CH:8]([CH:9]3[O:10][CH2:11][C:12](=[O:22])[C:13]([CH2:17][CH2:18][C:19]([CH3:20])=[O:21])=[C:14]3[CH2:15][CH2:16]1)[CH2:23][CH2:24][C:25]2=[O:26].[Na+:3]>>[CH3:6][C:7]12[CH:8]([CH:9]3[O:10][CH2:11][C:12]4=[CH:20][C:19](=[O:21])[CH2:18][CH2:17][C:13]4=[C:14]3[CH2:15][CH2:16]1)[CH2:23][CH2:24][C:25]2=[O:26]. Starting materials: Cl.C1(=CC=CC=C1)N1CNC(C12CCN(CC2)CC2C(C1=CC(=C(C=C1CC2)C)C)=O)=O (1-Phenyl-8-[(1,2,3,4-tetrahydro-6,7-dimethyl-1-oxo-2-naphthalenyl)methyl]-1,3,8-triazaspiro[4.5]decan-4-one, hydrochloride), [BH4-].[Na+] (sodium borohydride), [BH4-].[Na+] (sodium borohydride), C(C)O (ethanol). The solvent is CO (methanol), O (water), O (water). Run at time 16 hour. The product is C1(=CC=CC=C1)N1CNC(C12CCN(CC2)C[C@H]2[C@@H](C1=CC(=C(C=C1CC2)C)C)O)=O (trans-1-Phenyl-8-[(1,2,3,4-tetrahydro-6,7-dimethyl-1-hydroxy-2-naphthalenyl)methyl]-1,3,8-triazaspiro[4.5]decan-4-one). As a reaction SMILES: Cl.[C:2]1([N:8]2[C:12]3([CH2:17][CH2:16][N:15]([CH2:18][CH:19]4[CH2:28][CH2:27][C:26]5[C:21](=[CH:22][C:23]([CH3:30])=[C:24]([CH3:29])[CH:25]=5)[C:20]4=[O:31])[CH2:14][CH2:13]3)[C:11](=[O:32])[NH:10][CH2:9]2)[CH:7]=[CH:6][CH:5]=[CH:4][CH:3]=1.[BH4-].[Na+].C(O)C>CO.O>[C:2]1([N:8]2[C:12]3([CH2:13][CH2:14][N:15]([CH2:18][C@@H:19]4[CH2:28][CH2:27][C:26]5[C:21](=[CH:22][C:23]([CH3:30])=[C:24]([CH3:29])[CH:25]=5)[C@H:20]4[OH:31])[CH2:16][CH2:17]3)[C:11](=[O:32])[NH:10][CH2:9]2)[CH:3]=[CH:4][CH:5]=[CH:6][CH:7]=1 |f:0.1,2.3|. Reported procedure: A slurry of 9.0 of 1-phenyl-8-[(1,2,3,4-tetrahydro-6,7-dimethyl-1-oxo-2-naphthalenyl)methyl]-1,3,8-triazaspiro[4.5]decan-4-one, hydrochloride (1:1) (see example 192) in 200 ml of methanol is treated with 3.8 g of sodium borohydride in 40 ml of water. The sodium borohydride is added dropwise with ice cooling. The resulting mixture is stirred for 16 hours under nitrogen at room temperature. The mixture is diluted with water and extracted with methylene chloride. Concentration of the dried methylen... Reactants: C(C)(=O)O[BH-](OC(C)=O)OC(C)=O.[Na+] (Sodium triacetoxyborohydride), C(C)N1C2=C(N(C(C(C1=O)(C)C)=O)C)C=C(C=C2)C=O (1-Ethyl-3,3,5-trimethyl-2,4-dioxo-2,3,4,5-tetrahydro-1H-benzo[b][1,4]diazepine-7-carbaldehyde), C(C)(=O)O (acetic acid), N1CCC(CC1)N1C(CCC2=CC=CC=C12)=O (1-(piperidin-4-yl)-3,4-dihydroquinolin-2(1H)-one). Solvent: ClCCCl (1,2-dichloroethane). Reaction conditions: time 30 minute. Product: C(C)N1C2=C(N(C(C(C1=O)(C)C)=O)C)C=C(C=C2)CN2CCC(CC2)N2C(CCC1=CC=CC=C21)=O (1-Ethyl-3,3,5-trimethyl-7-[4-(2-oxo-3,4-dihydro-2H-quinolin-1-yl)piperidin-1-ylmethyl]-1,5-dihydrobenzo[b][1,4]diazepine-2,4-dione). The yield is 56.8%. Reaction SMILES: [CH2:1]([N:3]1[C:9](=[O:10])[C:8]([CH3:12])([CH3:11])[C:7](=[O:13])[N:6]([CH3:14])[C:5]2[CH:15]=[C:16]([CH:19]=O)[CH:17]=[CH:18][C:4]1=2)[CH3:2].C(O)(=O)C.[NH:25]1[CH2:30][CH2:29][CH:28]([N:31]2[C:40]3[C:35](=[CH:36][CH:37]=[CH:38][CH:39]=3)[CH2:34][CH2:33][C:32]2=[O:41])[CH2:27][CH2:26]1.C(O[BH-](OC(=O)C)OC(=O)C)(=O)C.[Na+]>ClCCCl>[CH2:1]([N:3]1[C:9](=[O:10])[C:8]([CH3:11])([CH3:12])[C:7](=[O:13])[N:6]([CH3:14])[C:5]2[CH:15]=[C:16]([CH2:19][N:25]3[CH2:30][CH2:29][CH:28]([N:31]4[C:40]5[C:35](=[CH:36][CH:37]=[CH:38][CH:39]=5)[CH2:34][CH2:33][C:32]4=[O:41])[CH2:27][CH2:26]3)[CH:17]=[CH:18][C:4]1=2)[CH3:2] |f:3.4|. Reported procedure: 1-Ethyl-3,3,5-trimethyl-2,4-dioxo-2,3,4,5-tetrahydro-1H-benzo[b][1,4]diazepine-7-carbaldehyde(0.203 g) and acetic acid(0.063 ml) were added to a 1,2-dichloroethane solution (5 ml) of 1-(piperidin-4-yl)-3,4-dihydroquinolin-2(1H)-one (0.170 g), and the mixture was stirred at room temperature for 30 minutes. Sodium triacetoxyborohydride(0.235 g) was added, and the mixture was stirred at room temperature overnight. The reaction mixture was condensed under reduced pressure. The residue was purified b... As a reaction SMILES: [C:25](=[O:26])([O-:27])[O-:28].[CH3:41][N:42]1[CH2:43][CH2:44][CH2:45][C:46]1=[O:47].[CH:31]1([N:37]=[C:38]=[S:39])[CH2:32][CH2:33][CH2:34][CH2:35][CH2:36]1.[Cl:1][c:2]1[cH:3][cH:4][c:5]([O:23][CH3:24])[c:6]([C:7](=[O:8])[NH:9][CH2:10][CH2:11][CH:12]2[CH2:13][CH2:14][N:15]([S:18](=[O:19])(=[O:20])[NH2:21])[CH2:16][CH2:17]2)[cH:22]1.[ClH:40].[Cs+:29].[Cs+:30]>>[Cl:1][c:2]1[cH:3][cH:4][c:5]([O:23][CH3:24])[c:6]([C:7](=[O:8])[NH:9][CH2:10][CH2:11][CH:12]2[CH2:13][CH2:14][N:15]([S:18](=[O:19])(=[O:20])[NH:21][C:38]([NH:37][CH:31]3[CH2:32][CH2:33][CH2:34][CH2:35][CH2:36]3)=[S:39])[CH2:16][CH2:17]2)[cH:22]1. Reactants: O=C([O-])[O-], CN1CCCC1=O, S=C=NC1CCCCC1, COc1ccc(Cl)cc1C(=O)NCCC1CCN(S(N)(=O)=O)CC1, Cl, [Cs+], [Cs+]. Yields the product COc1ccc(Cl)cc1C(=O)NCCC1CCN(S(=O)(=O)NC(=S)NC2CCCCC2)CC1. Starting materials: C([O-])([O-])=O.[Na+].[Na+] (sodium carbonate), C(#N)C=1C=C(C=CC1)N(C(=O)OC(C)(C)C)N(CCC)C(=O)NC1=CC=C(C=C1)I (tert-Butyl 2-(3-cyanophenyl)-3-(4-iodophenylaminocarbonyl)-3-propylcarbazate), CSC1=C(C=CC=C1)B(O)O (2-(methylthio)-phenylboronic acid). Reagents/catalysts: C1=CC=C(C=C1)P([C-]2C=CC=C2)C3=CC=CC=C3.C1=CC=C(C=C1)P([C-]2C=CC=C2)C3=CC=CC=C3.Cl[Pd]Cl.[Fe+2] (PdCl2(dppf)). The solvent is COCCOC (ethylene glycol dimethyl ether). Conditions: temperature 110 celsius, time 3 hour. Yields the product C(#N)C=1C=C(C=CC1)N(C(=O)OC(C)(C)C)N(CCC)C(=O)NC1=CC=C(C=C1)C1=C(C=CC=C1)SC (tert-Butyl 2-(3-cyanophenyl)-3-(2′-methylthiobiphenyl-4-ylaminocarbonyl)-3-propylcarbazate). The yield is 85.9%. RXN SMILES: [C:1]([C:3]1[CH:4]=[C:5]([N:9]([N:17]([C:21]([NH:23][C:24]2[CH:29]=[CH:28][C:27](I)=[CH:26][CH:25]=2)=[O:22])[CH2:18][CH2:19][CH3:20])[C:10]([O:12][C:13]([CH3:16])([CH3:15])[CH3:14])=[O:11])[CH:6]=[CH:7][CH:8]=1)#[N:2].[CH3:31][S:32][C:33]1[CH:38]=[CH:37][CH:36]=[CH:35][C:34]=1B(O)O.C(=O)([O-])[O-].[Na+].[Na+]>COCCOC.C1C=CC(P(C2C=CC=CC=2)[C-]2C=CC=C2)=CC=1.C1C=CC(P(C2C=CC=CC=2)[C-]2C=CC=C2)=CC=1.Cl[Pd]Cl.[Fe+2]>[C:1]([C:3]1[CH:4]=[C:5]([N:9]([N:17]([C:21]([NH:23][C:24]2[CH:29]=[CH:28][C:27]([C:34]3[CH:35]=[CH:36][CH:37]=[CH:38][C:33]=3[S:32][CH3:31])=[CH:26][CH:25]=2)=[O:22])[CH2:18][CH2:19][CH3:20])[C:10]([O:12][C:13]([CH3:16])([CH3:15])[CH3:14])=[O:11])[CH:6]=[CH:7][CH:8]=1)#[N:2] |f:2.3.4,6.7.8.9|. Reported procedure: 1.5 g (2.883 mmol) of 405 and 0.968 g (5.766 mmol) of 2-(methylthio)-phenylboronic acid are dissolved in 100 ml of ethylene glycol dimethyl ether, treated with 63 mg (0.086 mmol) of PdCl2(dppf) and 20.0 ml of 2N sodium carbonate solution and then stirred at 110° C. under a nitrogen atmosphere for 3 h. After customary work-up, 1.28 g (75.9%) of 409 are thus obtained as crystals having a melting point of 184-185° C.; MS(FAB)=517.